This data is from the Open Reaction Database (ORD), a public repository of structured organic reaction records. The task is: describe an organic reaction: reactants, conditions, products, and yield Run in CO (methanol). Reactants: C(C)OC(=O)C=1C(C2=C(N(N1)C1=CC(=CC=C1)Br)N=CC=C2)=O (1-(3-Bromophenyl)-4-oxo-1,4-dihydropyridino[2,3-c]pyridazine-3-carboxylic acid ethyl ester), [OH-].[K+] (potassium hydroxide), Cl (hydrochloric acid). Reaction SMILES: C([O:3][C:4]([C:6]1[C:7](=[O:23])[C:8]2[CH:22]=[CH:21][CH:20]=[N:19][C:9]=2[N:10]([C:12]2[CH:17]=[CH:16][CH:15]=[C:14]([Br:18])[CH:13]=2)[N:11]=1)=[O:5])C.[OH-].[K+].Cl>CO>[Br:18][C:14]1[CH:13]=[C:12]([N:10]2[C:9]3[N:19]=[CH:20][CH:21]=[CH:22][C:8]=3[C:7](=[O:23])[C:6]([C:4]([OH:5])=[O:3])=[N:11]2)[CH:17]=[CH:16][CH:15]=1 |f:1.2|. The yield is 97.8%. Yields the product BrC=1C=C(C=CC1)N1N=C(C(C2=C1N=CC=C2)=O)C(=O)O (1-(3-bromophenyl)-4-oxo-1,4-dihydropyridino[2,3-c]pyridazine-3-carboxylic acid). Reaction conditions: temperature 65 celsius. Procedure: To 1-(3-Bromophenyl)-4-oxo-1,4-dihydropyridino[2,3-c]pyridazine-3-carboxylic acid ethyl ester (3.6 g, 9.6 mmol) in methanol(50 mL) was added potassium hydroxide (5.3 g, 94.6 mmol), heated to 65° C. and reacted for 3 h. Dilute hydrochloric acid was added to regulate pH to 5-6, solvent was removed by distillation, 50 mL water was added, filtrated to obtain product 3.25 g.